This data is from the Open Reaction Database (ORD), a public repository of structured organic reaction records. The task is: describe an organic reaction: reactants, conditions, products, and yield Starting materials: C(C)(C)(C)OC(=O)N[C@@H]1[C@@H](OC2=C(NC1=O)C=CC=C2)C ((2S,3R)-3-t-butyloxycarbonylamino-2-methyl-2,3-dihydro-1,5-benzoxazepin-4(5H)-one), FC(C(=O)O)(F)F.ClCCl.O1CCCC1 (trifluoroacetic acid dichloromethane tetrahydrofuran). Yields the product FC(C(=O)O)(F)F.N[C@@H]1[C@@H](OC2=C(NC1=O)C=CC=C2)C ((2S,3R)-3-amino-2-methyl-2,3-dihydro-1,5-benzoxazepin-4(5H)-one trifluoroacetate salt). As a reaction SMILES: C(OC([NH:8][C@H:9]1[C:15](=[O:16])[NH:14][C:13]2[CH:17]=[CH:18][CH:19]=[CH:20][C:12]=2[O:11][C@H:10]1[CH3:21])=O)(C)(C)C.[F:22][C:23]([F:28])([F:27])[C:24]([OH:26])=[O:25].ClCCl.O1CCCC1>>[F:22][C:23]([F:28])([F:27])[C:24]([OH:26])=[O:25].[NH2:8][C@H:9]1[C:15](=[O:16])[NH:14][C:13]2[CH:17]=[CH:18][CH:19]=[CH:20][C:12]=2[O:11][C@H:10]1[CH3:21] |f:1.2.3,4.5|. Procedure: (2S,3R)-3-amino-2-methyl-2,3-dihydro-1,5-benzoxazepin-4(5H)-one trifluoroacetate salt was prepared from (2S,3R)-3-t-butyloxycarbonylamino-2-methyl-2,3-dihydro-1,5-benzoxazepin-4(5H)-one (Robl, et al., Bioorg. & Med. Chem. Lett. 1994, 4, 1789–1794) by treatment with a solution of trifluoroacetic acid-dichloromethane-tetrahydrofuran (1:10:10) at room temperature, followed by solvent evaporation and coevaporation with tetrahydrofuran under vacuum. Reactants: C(C)(C)SC(C(Cl)(Cl)Cl)NC(C1=C(C=CC=C1)OC(C)=O)=O (N-(1-iso-propylthio-2,2,2-trichloroethyl)-2-acetoxybenzamide), C(C)(=O)O (acetic acid), OO (hydrogen peroxide), O (water). Solvent: C(C)(=O)OCC (ethyl acetate). Conditions: time 3 hour. The product is C(C)(C)S(=O)C(C(Cl)(Cl)Cl)NC(C1=C(C=CC=C1)OC(C)=O)=O (N-(1-iso-propylsulfinyl-2,2,2-trichloroethyl)-2-acetoxybenzamide). RXN SMILES: [CH:1]([S:4][CH:5]([NH:10][C:11](=[O:22])[C:12]1[CH:17]=[CH:16][CH:15]=[CH:14][C:13]=1[O:18][C:19](=[O:21])[CH3:20])[C:6]([Cl:9])([Cl:8])[Cl:7])([CH3:3])[CH3:2].C(O)(=[O:25])C.OO.O>C(OCC)(=O)C>[CH:1]([S:4]([CH:5]([NH:10][C:11](=[O:22])[C:12]1[CH:17]=[CH:16][CH:15]=[CH:14][C:13]=1[O:18][C:19](=[O:21])[CH3:20])[C:6]([Cl:7])([Cl:9])[Cl:8])=[O:25])([CH3:3])[CH3:2]. Procedure details: To 15.0 g of N-(1-iso-propylthio-2,2,2-trichloroethyl)-2-acetoxybenzamide was added 80 ml of acetic acid and 3.8 g of 35% hydrogen peroxide solution was added dropwise thereto under stirring. Then the reaction was effected at 40°-50° C. for three hours and the reaction mixture was poured into water. 100 ml of ethyl acetate was added thereto and the solution was separated, dried, concentrated, washed and dried again to obtain 12.3 g of N-(1-iso-propylsulfinyl-2,2,2-trichloroethyl)-2-acetoxybenzam... Starting materials: ClC1=CC(=C(C=C1O)N1N=CC(N(C1=O)C)=O)F (2-(4-chloro-2-fluoro-5-hydroxyphenyl)-4-methyl-1,2,4-triazine-3,5(2H,4H)-dione), C([O-])([O-])=O.[K+].[K+] (potassium carbonate), FC1=CC=C(C=C1)[N+](=O)[O-] (4-fluoronitrobenzene). Run in CN(C=O)C (N,N-dimethylformamide). Product: ClC1=CC(=C(C=C1OC1=CC=C(C=C1)[N+](=O)[O-])N1N=CC(N(C1=O)C)=O)F (2-[4-chloro-2-fluoro-5-(4-nitrophenoxy)phenyl]-4-methyl-1,2,4-triazine-3,5(2H,4H)-dione). RXN SMILES: [Cl:1][C:2]1[C:7]([OH:8])=[CH:6][C:5]([N:9]2[C:14](=[O:15])[N:13]([CH3:16])[C:12](=[O:17])[CH:11]=[N:10]2)=[C:4]([F:18])[CH:3]=1.C(=O)([O-])[O-].[K+].[K+].F[C:26]1[CH:31]=[CH:30][C:29]([N+:32]([O-:34])=[O:33])=[CH:28][CH:27]=1>CN(C)C=O>[Cl:1][C:2]1[C:7]([O:8][C:26]2[CH:31]=[CH:30][C:29]([N+:32]([O-:34])=[O:33])=[CH:28][CH:27]=2)=[CH:6][C:5]([N:9]2[C:14](=[O:15])[N:13]([CH3:16])[C:12](=[O:17])[CH:11]=[N:10]2)=[C:4]([F:18])[CH:3]=1 |f:1.2.3|. Reported procedure: 2-(4-chloro-2-fluoro-5-hydroxyphenyl)-4-methyl-1,2,4-triazine-3,5(2H,4H)-dione is reacted with potassium carbonate and 4-fluoronitrobenzene in N,N-dimethylformamide to form 2-[4-chloro-2-fluoro-5-(4-nitrophenoxy)phenyl]-4-methyl-1,2,4-triazine-3,5(2H,4H)-dione. 2-[4-chloro-2-fluoro-5-(4-nitrophenoxy)phenyl]-4-methyl-1,2,4-triazine-3,5(2H,4H)-dione is reduced with iron powder in acetic acid and water to produce 2-[5-(4-aminophenoxy)-4-chloro-2-fluorophenyl]-4-methyl-1,2,4-triazine-3,5(2H,4H)-dion... Reactants: NaH2PO4, N(C1=CC=CC=C1)S(=O)(=O)CCCCCC(=O)OCC (Ethyl 6-(anilinosulfonyl)hexanoate), Cl.NO (hydroxylamine hydrochloride), solution, C[O-].[Na+] (sodium methylate). The solvent is CO (methanol), CO (methanol). Conditions: time 40 minute. The product is N(C1=CC=CC=C1)S(=O)(=O)CCCCCC(=O)NO (6-(Anilinosulfonyl)-N-hydroxyhexanamide). Yield: 69.0%. RXN SMILES: [NH:1]([S:8]([CH2:11][CH2:12][CH2:13][CH2:14][CH2:15][C:16]([O:18]CC)=O)(=[O:10])=[O:9])[C:2]1[CH:7]=[CH:6][CH:5]=[CH:4][CH:3]=1.Cl.[NH2:22][OH:23].C[O-].[Na+]>CO>[NH:1]([S:8]([CH2:11][CH2:12][CH2:13][CH2:14][CH2:15][C:16]([NH:22][OH:23])=[O:18])(=[O:10])=[O:9])[C:2]1[CH:7]=[CH:6][CH:5]=[CH:4][CH:3]=1 |f:1.2,3.4|. Procedure: To a mixture of ethyl 6-(anilinosulfonyl)hexanoate (64b) and hydroxylamine hydrochloride (0.43 g, 6.2 mmol) in methanol (5 ml) the 3.43 N solution of sodium methylate (2.62 ml, 9.0 mmol) in methanol was added and the reaction was stirred at ambient temperature for 40 min. The reaction mixture was poured into saturated NaH2PO4 (15 ml) and extracted with ethyl acetate. The extract was washed successively with water, saturated NaCl, and dried (Na2SO4). The solvent was evaporated, the residue was wa... The reactants are C([O-])([O-])=O.[K+].[K+] (potassium carbonate), CI (methyl iodide), C(C)(=O)C1=CNC2=CC=C(C=C2C1=O)C(=O)OCC (ethyl 3-acetyl-4-oxo-1,4-dihydroquinoline-6-carboxylate). Solvent: CN(C=O)C (N,N-dimethylformamide). Reaction conditions: temperature 90 celsius, time 1 hour. The product is C(C)(=O)C1=CN(C2=CC=C(C=C2C1=O)C(=O)OCC)C (ethyl 3-acetyl-1-methyl-4-oxo-1,4-dihydroquinoline-6-carboxylate). Yield: 60.2%. Reaction SMILES: [C:1]([C:4]1[C:13](=[O:14])[C:12]2[C:7](=[CH:8][CH:9]=[C:10]([C:15]([O:17][CH2:18][CH3:19])=[O:16])[CH:11]=2)[NH:6][CH:5]=1)(=[O:3])[CH3:2].[C:20](=O)([O-])[O-].[K+].[K+].CI>CN(C)C=O>[C:1]([C:4]1[C:13](=[O:14])[C:12]2[C:7](=[CH:8][CH:9]=[C:10]([C:15]([O:17][CH2:18][CH3:19])=[O:16])[CH:11]=2)[N:6]([CH3:20])[CH:5]=1)(=[O:3])[CH3:2] |f:1.2.3|. Procedure: To a suspension of ethyl 3-acetyl-4-oxo-1,4-dihydroquinoline-6-carboxylate (5.74 g, 22.14 mmol) in N,N-dimethylformamide (120 ml) was added potassium carbonate (9.18 g, 66.4 mmol) and methyl iodide (4.2 ml, 67.2 mmol). The mixture was stirred at 90° C. for 1 h. After cooling, the reaction was filtered, concentrated under high vacuum, diluted with dichloromethane/ethyl acetate, and filtered through a silica plug to afford ethyl 3-acetyl-1-methyl-4-oxo-1,4-dihydroquinoline-6-carboxylate (3.64 g, 1... Reactants: C1(CCCCC1)N1N=C(C=2N=C(NC(C21)=O)C2=C(C=C(C=O)C=C2)OC)C (4-(1-Cyclohexyl-3-methyl-7-oxo-6,7-dihydro-1H-pyrazolo[4,3-d]pyrimidin-5-yl)-3-methoxybenzaldehyde), CN1CCNCC1 (N-methylpiperazine), C(C)(=O)O[BH-](OC(C)=O)OC(C)=O.[Na+] (sodium triacetoxyborohydride), C(O)([O-])=O.[Na+] (sodium hydrogen carbonate). The solvent is C(C)(=O)O (acetic acid), ClCCCl (1,2-dichloroethane). Conditions: time 1 hour. Product: C1(CCCCC1)N1N=C(C=2N=C(NC(C21)=O)C2=C(C=C(C=C2)CN2CCN(CC2)C)OC)C (1-Cyclohexyl-5-{2-methoxy-4-[(4-methyl-1-piperazinyl)methyl]phenyl}-3-methyl-1,6-dihydro-7H-pyrazolo[4,3-d]pyrimidin-7-one). Yield: 76.2%. RXN SMILES: [CH:1]1([N:7]2[C:15]3[C:14](=[O:16])[NH:13][C:12]([C:17]4[CH:24]=[CH:23][C:20]([CH:21]=O)=[CH:19][C:18]=4[O:25][CH3:26])=[N:11][C:10]=3[C:9]([CH3:27])=[N:8]2)[CH2:6][CH2:5][CH2:4][CH2:3][CH2:2]1.[CH3:28][N:29]1[CH2:34][CH2:33][NH:32][CH2:31][CH2:30]1.C(O[BH-](OC(=O)C)OC(=O)C)(=O)C.[Na+].C(=O)([O-])O.[Na+]>C(O)(=O)C.ClCCCl>[CH:1]1([N:7]2[C:15]3[C:14](=[O:16])[NH:13][C:12]([C:17]4[CH:24]=[CH:23][C:20]([CH2:21][N:32]5[CH2:33][CH2:34][N:29]([CH3:28])[CH2:30][CH2:31]5)=[CH:19][C:18]=4[O:25][CH3:26])=[N:11][C:10]=3[C:9]([CH3:27])=[N:8]2)[CH2:2][CH2:3][CH2:4][CH2:5][CH2:6]1 |f:2.3,4.5|. Procedure: To a 2 ml 1,2-dichloroethane solution of 61 mg (0.166 mmol) of the compound obtained in Example 233, 37 μl (0.332 mmol) of N-methylpiperazine, 10 μl of acetic acid, and 53 mg (0.252 mmol) of sodium triacetoxyborohydride were added, and the mixture was stirred at room temperature for 1 hour. Then, an aqueous solution of sodium hydrogen carbonate was added to the reaction mixture, and the mixture was extracted with dichloromethane. The organic layer was washed with water and a saturated aqueous so... The reactants are C(C=C)[Si](C)(C)C (allyltrimethylsilane), [Cl-].[Na+] (sodium chloride), COC1=CC=C2C([C@@](CSC2=C1)(C)C1=CC=C(C=C1)OC)=O ((3R)-7-methoxy-3-(4-methoxyphenyl)-3-methylthiochroman-4-one), [BH4-].[Na+] (sodium borohydride). Reagents/catalysts: [I-].[Zn+2].[I-] (zinc iodide). Run in ClCCl (dichloromethane), CO (methanol), O (Water), ClCCl (dichloromethane), O1CCCC1 (tetrahydrofuran), C(C)O (ethanol). Conditions: time 15 hour. Product: COC1=CC=C2[C@H]([C@@](CSC2=C1)(C)C1=CC=C(C=C1)OC)CC=C ((3S,4S)-7-methoxy-3-(4-methoxyphenyl)-3-methyl-4-(2-propenyl)thiochroman). The yield is 58.3%. RXN SMILES: [CH3:1][O:2][C:3]1[CH:12]=[C:11]2[C:6]([C:7](=O)[C@:8]([C:14]3[CH:19]=[CH:18][C:17]([O:20][CH3:21])=[CH:16][CH:15]=3)([CH3:13])[CH2:9][S:10]2)=[CH:5][CH:4]=1.[BH4-].[Na+].[Cl-].[Na+].[CH2:27]([Si](C)(C)C)[CH:28]=[CH2:29]>O1CCCC1.C(O)C.ClCCl.[I-].[Zn+2].[I-].O.CO>[CH3:1][O:2][C:3]1[CH:12]=[C:11]2[C:6]([C@@H:7]([CH2:29][CH:28]=[CH2:27])[C@:8]([C:14]3[CH:19]=[CH:18][C:17]([O:20][CH3:21])=[CH:16][CH:15]=3)([CH3:13])[CH2:9][S:10]2)=[CH:5][CH:4]=1 |f:1.2,3.4,9.10.11|. Procedure details: The (3R)-7-methoxy-3-(4-methoxyphenyl)-3-methylthiochroman-4-one prepared in Example 1 (11.4 g, 36.26 mmol) was dissolved in tetrahydrofuran (40 ml) and ethanol (20 ml). To this solution, sodium borohydride (2.74 g, 72.51 mmol) was added at −78° C., and the resulting mixture was stirred for 15 hours at room temperature. After the reaction was completed, dichloromethane, methanol and saturated aqueous sodium chloride were added to the reaction mixture, which was then extracted under heating condi...